Task: describe an organic reaction: reactants, conditions, products, and yield. Dataset: the Open Reaction Database (ORD), a public repository of structured organic reaction records The reactants are CCOC(=O)Cc1cc(OCC(F)(F)F)c([N+](=O)[O-])c(OCC(F)(F)F)c1, CCO. Product: CCOC(=O)Cc1cc(OCC(F)(F)F)c(N)c(OCC(F)(F)F)c1. Reaction SMILES: [CH2:1]([CH3:2])[O:3][C:4]([CH2:5][c:6]1[cH:7][c:8]([O:21][CH2:22][C:23]([F:24])([F:25])[F:26])[c:9]([N+:18]([O-:19])=[O:20])[c:10]([O:12][CH2:13][C:14]([F:15])([F:16])[F:17])[cH:11]1)=[O:27].[CH3:28][CH2:29][OH:30]>>[CH2:1]([CH3:2])[O:3][C:4]([CH2:5][c:6]1[cH:7][c:8]([O:21][CH2:22][C:23]([F:24])([F:25])[F:26])[c:9]([NH2:18])[c:10]([O:12][CH2:13][C:14]([F:15])([F:16])[F:17])[cH:11]1)=[O:27]. The reactants are BrC1=NN(C=2C1=NC=CC2)CC (3-bromo-1-ethyl-1H-pyrazolo[4,3-b]pyridine), CC1(OB(OC1(C)C)C1=CC=C(C=C1)C(=CC(=O)OCC)C1=NC2=C(N1COCC[Si](C)(C)C)C=CC=C2)C (ethyl 3-{4-(4,4,5,5-tetramethyl-1,3,2-dioxaborolan-2-yl)phenyl}-3-(1-[{2-(trimethylsilyl)ethoxy}methyl]-1H-benzo[d]imidazol-2-yl)acrylate), C(=O)([O-])[O-].[Na+].[Na+] (Na2CO3). Reagents/catalysts: C=1C=CC(=CC1)[P](C=2C=CC=CC2)(C=3C=CC=CC3)[Pd]([P](C=4C=CC=CC4)(C=5C=CC=CC5)C=6C=CC=CC6)([P](C=7C=CC=CC7)(C=8C=CC=CC8)C=9C=CC=CC9)[P](C=1C=CC=CC1)(C=1C=CC=CC1)C=1C=CC=CC1 (Pd(PPh3)4). Run in C1CCOC1 (THF). Run at temperature 150 celsius. Product: C(C)N1N=C(C2=NC=CC=C21)C2=CC=C(C=C2)C(=CC(=O)OCC)C2=NC1=C(N2COCC[Si](C)(C)C)C=CC=C1 (Ethyl 3-{4-(1-ethyl-1H-pyrazolo[4,3-b]pyridin-3-yl)phenyl}-3-(1-[{2-(trimethylsilyl)ethoxy}methyl]-1H-benzo[d]imidazol-2-yl)acrylate). Isolated yield 88.9%. As a reaction SMILES: Br[C:2]1[C:6]2=[N:7][CH:8]=[CH:9][CH:10]=[C:5]2[N:4]([CH2:11][CH3:12])[N:3]=1.CC1(C)C(C)(C)OB([C:21]2[CH:26]=[CH:25][C:24]([C:27]([C:34]3[N:38]([CH2:39][O:40][CH2:41][CH2:42][Si:43]([CH3:46])([CH3:45])[CH3:44])[C:37]4[CH:47]=[CH:48][CH:49]=[CH:50][C:36]=4[N:35]=3)=[CH:28][C:29]([O:31][CH2:32][CH3:33])=[O:30])=[CH:23][CH:22]=2)O1.C([O-])([O-])=O.[Na+].[Na+]>C1C=CC([P]([Pd]([P](C2C=CC=CC=2)(C2C=CC=CC=2)C2C=CC=CC=2)([P](C2C=CC=CC=2)(C2C=CC=CC=2)C2C=CC=CC=2)[P](C2C=CC=CC=2)(C2C=CC=CC=2)C2C=CC=CC=2)(C2C=CC=CC=2)C2C=CC=CC=2)=CC=1.C1COCC1>[CH2:11]([N:4]1[C:5]2[C:6](=[N:7][CH:8]=[CH:9][CH:10]=2)[C:2]([C:21]2[CH:26]=[CH:25][C:24]([C:27]([C:34]3[N:38]([CH2:39][O:40][CH2:41][CH2:42][Si:43]([CH3:46])([CH3:45])[CH3:44])[C:37]4[CH:47]=[CH:48][CH:49]=[CH:50][C:36]=4[N:35]=3)=[CH:28][C:29]([O:31][CH2:32][CH3:33])=[O:30])=[CH:23][CH:22]=2)=[N:3]1)[CH3:12] |f:2.3.4,^1:61,63,82,101|. Reported procedure: A mixture of 3-bromo-1-ethyl-1H-pyrazolo[4,3-b]pyridine (300 mg), ethyl 3-{4-(4,4,5,5-tetramethyl-1,3,2-dioxaborolan-2-yl)phenyl}-3-(1-[{2-(trimethylsilyl)ethoxy}methyl]-1H-benzo[d]imidazol-2-yl)acrylate (1456 mg), Pd(PPh3)4 (77 mg), 2 M Na2CO3 aqueous solution (1.991 mL) and THF (4 mL) was heated at 150° C. for 30 min under microwave irradiation. The reaction mixture was concentrated under reduced pressure. The residue was purified by silica gel column chromatography (hexane/AcOEt) to give the ... Reactants: CC(C)(C)OC(=O)NC(C)(C)C(=O)O, CCN=C=NCCCN(C)C, Cl, On1nnc2ccccc21. Yields the product CC(C)(C)OC(=O)NC(C)(C)C(=O)On1nnc2ccccc21. Reaction SMILES: [C:1]([CH3:2])([CH3:3])([CH3:4])[O:5][C:6](=[O:7])[NH:8][C:9]([C:10](=[O:11])[OH:12])([CH3:13])[CH3:14].[CH2:26]([N:27]=[C:28]=[N:29][CH2:30][CH2:31][CH2:32][N:33]([CH3:34])[CH3:35])[CH3:36].[ClH:25].[OH:15][n:16]1[n:17][n:18][c:19]2[c:20]1[cH:21][cH:22][cH:23][cH:24]2>>[C:1]([CH3:2])([CH3:3])([CH3:4])[O:5][C:6](=[O:7])[NH:8][C:9]([C:10](=[O:11])[O:12][n:16]1[n:17][n:18][c:19]2[c:20]1[cH:21][cH:22][cH:23][cH:24]2)([CH3:13])[CH3:14]. Reactants: CC(C)(C)C12COC(c3ccc(C#C[Si](C)(C)C)cc3)(OC1)OC2C#N, O=C([O-])[O-], CO, [K+], [K+]. The product is C#Cc1ccc(C23OCC(C(C)(C)C)(CO2)C(C#N)O3)cc1. RXN SMILES: [C:1]([CH3:2])([CH3:3])([CH3:4])[C:5]12[CH:6]([C:25]#[N:26])[O:7][C:8]([c:13]3[cH:14][cH:15][c:16]([C:19]#[C:20][Si:21]([CH3:22])([CH3:23])[CH3:24])[cH:17][cH:18]3)([O:9][CH2:10]1)[O:11][CH2:12]2.[C:27](=[O:28])([O-:29])[O-:30].[CH3:33][OH:34].[K+:31].[K+:32]>>[C:1]([CH3:2])([CH3:3])([CH3:4])[C:5]12[CH:6]([C:25]#[N:26])[O:7][C:8]([c:13]3[cH:14][cH:15][c:16]([C:19]#[CH:20])[cH:17][cH:18]3)([O:9][CH2:10]1)[O:11][CH2:12]2. The reactants are [Na].COC1OCC(CO1)COC1=C(C(=NC=C1)CS(=O)C1=NC2=C(N1)C=CC=C2)C (2-(((4-((2-methoxy-1,3-dioxan-5-yl)methoxy)-3-methylpyridin-2-yl)methyl)sulfinyl)-1H-benzimidazole sodium salt), O1CCOC12CCC(CC2)O (1,4-dioxaspiro[4.5]decan-8-ol). The product is [Na].O1CCOC12CCC(CC2)OC2=C(C(=NC=C2)CS(=O)C2=NC1=C(N2)C=CC=C1)C (2-(((4-(1,4-dioxaspiro[4.5]dec-8-yloxy)-3-methylpyridin-2-yl)methyl)sulfinyl)-1H-benzimidazole sodium salt). Isolated yield 7.3%. RXN SMILES: [Na:1].COC1O[CH2:8][CH:7]([CH2:10][O:11][C:12]2[CH:17]=[CH:16][N:15]=[C:14]([CH2:18][S:19]([C:21]3[NH:25][C:24]4[CH:26]=[CH:27][CH:28]=[CH:29][C:23]=4[N:22]=3)=[O:20])[C:13]=2[CH3:30])CO1.[O:31]1[C:35]2(CCC(O)[CH2:37][CH2:36]2)[O:34][CH2:33][CH2:32]1>>[Na:1].[O:31]1[C:35]2([CH2:36][CH2:37][CH:10]([O:11][C:12]3[CH:17]=[CH:16][N:15]=[C:14]([CH2:18][S:19]([C:21]4[NH:22][C:23]5[CH:29]=[CH:28][CH:27]=[CH:26][C:24]=5[N:25]=4)=[O:20])[C:13]=3[CH3:30])[CH2:7][CH2:8]2)[O:34][CH2:33][CH2:32]1 |f:0.1,3.4,^1:0,41|. Procedure: The same procedure as in the steps (6b) to (6f) of Example 6 was repeated using 1,4-dioxaspiro[4.5]decan-8-ol obtained in the step (27a) to obtain the title compound (230 mg, total yield: 7.3%) as a light yellow solid. The reactants are NC=1C=C2C=NN(C2=CC1)C1=CC=C(C=C1)N (5-amino-1-(4-aminophenyl)indazole), O1CCN(CC1)C1=CC=C(C(=O)[O-])C=C1 (4-morpholinobenzoate). The product is C(C(C)C)(=O)NC1=CC=C(C=C1)N1N=CC2=CC(=CC=C12)NC(C1=CC=C(C=C1)N1CCOCC1)=O (N-(1-(4-Isobutyramidophenyl)-1H-indazol-5-yl)-4-morpholinobenzamide). Reaction SMILES: [NH2:1][C:2]1[CH:3]=[C:4]2[C:8](=[CH:9][CH:10]=1)[N:7]([C:11]1[CH:16]=[CH:15][C:14]([NH2:17])=[CH:13][CH:12]=1)[N:6]=[CH:5]2.[O:18]1[CH2:23][CH2:22][N:21]([C:24]2[CH:32]=[CH:31][C:27]([C:28]([O-:30])=O)=[CH:26][CH:25]=2)[CH2:20][CH2:19]1>>[C:28]([NH:17][C:14]1[CH:15]=[CH:16][C:11]([N:7]2[C:8]3[C:4](=[CH:3][C:2]([NH:1][C:28](=[O:30])[C:27]4[CH:26]=[CH:25][C:24]([N:21]5[CH2:20][CH2:19][O:18][CH2:23][CH2:22]5)=[CH:32][CH:31]=4)=[CH:10][CH:9]=3)[CH:5]=[N:6]2)=[CH:12][CH:13]=1)(=[O:30])[CH:27]([CH3:31])[CH3:26]. Procedure details: Compound 386 was prepared according to the procedure described in Scheme IV from 5-amino-1-(4-aminophenyl)indazole and 4-morpholinobenzoate. [M+H]+ calcd for C28H29N5O3: 484.23; found: 484.01.